From a dataset of the Open Reaction Database (ORD), a public repository of structured organic reaction records. describe an organic reaction: reactants, conditions, products, and yield Starting materials: C(=O)[C@H]1CN(CCC1)C(=O)OC(C)(C)C ((R)-tert-butyl 3-formylpiperidine-1-carboxylate), [N+](=[N-])=C(C(C)=O)P(OC)(OC)=O (dimethyl 1-diazo-2-oxopropylphosphonate), C(=O)([O-])[O-].[K+].[K+] (K2CO3). Solvent: CO (MeOH). Run at temperature 0 celsius. Product: C(#C)[C@H]1CN(CCC1)C(=O)OC(C)(C)C ((S)-tert-butyl 3-ethynylpiperidine-1-carboxylate). As a reaction SMILES: [CH:1]([C@@H:3]1[CH2:8][CH2:7][CH2:6][N:5]([C:9]([O:11][C:12]([CH3:15])([CH3:14])[CH3:13])=[O:10])[CH2:4]1)=O.[N+](=[C:18](P(=O)(OC)OC)C(=O)C)=[N-].C([O-])([O-])=O.[K+].[K+]>CO>[C:1]([C@@H:3]1[CH2:8][CH2:7][CH2:6][N:5]([C:9]([O:11][C:12]([CH3:15])([CH3:14])[CH3:13])=[O:10])[CH2:4]1)#[CH:18] |f:2.3.4|. Procedure: To crude (R)-tert-butyl 3-formylpiperidine-1-carboxylate in MeOH (20 mL) was added dimethyl 1-diazo-2-oxopropylphosphonate (1.28 g, 5.6 mmol), cooled to 0° C. and then added K2CO3 (2.56 g, 18.6 mmol), followed by MS, TLC. Added water (60 mL), extracted with EtOAc (3×50 mL), organic layer were evaporated and dried to give the desired product (S)-tert-butyl 3-ethynylpiperidine-1-carboxylate (0.86 g). Starting materials: CCO, Cc1cnc(CCl)cc1N1CCCCC1, Cl, [Na+], [OH-], Sc1cc2ccccc2[nH]1. Yields the product Cc1cnc(CSc2cc3ccccc3[nH]2)cc1N1CCCCC1. RXN SMILES: [CH3:29][CH2:30][OH:31].[Cl:12][CH2:13][c:14]1[n:15][cH:16][c:17]([CH3:26])[c:18]([N:20]2[CH2:21][CH2:22][CH2:23][CH2:24][CH2:25]2)[cH:19]1.[ClH:11].[Na+:28].[OH-:27].[SH:1][c:2]1[nH:3][c:4]2[cH:5][cH:6][cH:7][cH:8][c:9]2[cH:10]1>>[S:1]([c:2]1[nH:3][c:4]2[cH:5][cH:6][cH:7][cH:8][c:9]2[cH:10]1)[CH2:13][c:14]1[n:15][cH:16][c:17]([CH3:26])[c:18]([N:20]2[CH2:21][CH2:22][CH2:23][CH2:24][CH2:25]2)[cH:19]1. The reactants are CC(=O)OC(C)=O, CC(=O)O, O=[N+]([O-])O, O=C(O)c1cccs1. The product is O=C(O)c1cc([N+](=O)[O-])cs1. RXN SMILES: [CH3:13][C:14]([O:15][C:16](=[O:17])[CH3:18])=[O:19].[CH3:20][C:21](=[O:22])[OH:23].[OH:9][N+:10]([O-:11])=[O:12].[s:1]1[c:2]([C:6](=[O:7])[OH:8])[cH:3][cH:4][cH:5]1>>[s:1]1[c:2]([C:6](=[O:7])[OH:8])[cH:3][c:4]([N+:10](=[O:9])[O-:11])[cH:5]1. Reactants: ClC1=CC(=C(N)C=C1)C(C(F)(F)F)=O (4-Chloro-2-trifluoroacetylaniline), COC=1C=C(CO)C=CC1OC (3,4-dimethoxybenzyl alcohol). Solvent: CC(C)O (2-propanol). Reaction conditions: temperature 60 celsius, time 3.5 hour. The product is COC=1C=C(CNC2=C(C=C(C=C2)Cl)C(C(F)(F)F)=O)C=CC1OC (N-((3',4'-Dimethoxy)benzyl)-4-chloro-2-trifluoroacetylaniline). Isolated yield 68.0%. As a reaction SMILES: [Cl:1][C:2]1[CH:8]=[CH:7][C:5]([NH2:6])=[C:4]([C:9](=[O:14])[C:10]([F:13])([F:12])[F:11])[CH:3]=1.[CH3:15][O:16][C:17]1[CH:18]=[C:19]([CH:22]=[CH:23][C:24]=1[O:25][CH3:26])[CH2:20]O>CC(O)C>[CH3:15][O:16][C:17]1[CH:18]=[C:19]([CH:22]=[CH:23][C:24]=1[O:25][CH3:26])[CH2:20][NH:6][C:5]1[CH:7]=[CH:8][C:2]([Cl:1])=[CH:3][C:4]=1[C:9](=[O:14])[C:10]([F:12])([F:13])[F:11]. Reported procedure: 4-Chloro-2-trifluoroacetylaniline (4.96 g, 40 mmol) and 3,4-dimethoxybenzyl alcohol (7.39 g, 44 mmol) were added to 2-propanol (40 mL). TSOH (76 mg, 0.4 mmol) was added and the mixture heated to 60° C. and held 3.5 hours. The solution was concentrated in vacuo to 1/2 the original volume, diluted with water (10 mL) and stirred at room temperature. The resulting slurry was filtered and the product dried in vacuo at 30° C. to give 10.16 g (68%) of the title compound as a yellow powder. An analytica... The reactants are CC(C)(C)OC(=O)N1CCC(O)CC1, [H-], [Na+], Clc1cc(Cl)nc(N2CCOCC2)n1, C1CCOC1. Product: CC(C)(C)OC(=O)N1CCC(Oc2cc(Cl)nc(N3CCOCC3)n2)CC1. RXN SMILES: [C:1](=[O:2])([O:3][C:4]([CH3:5])([CH3:6])[CH3:7])[N:8]1[CH2:9][CH2:10][CH:11]([OH:14])[CH2:12][CH2:13]1.[H-:15].[Na+:16].[O:17]1[CH2:18][CH2:19][N:20]([c:23]2[n:24][c:25]([Cl:30])[cH:26][c:27]([Cl:29])[n:28]2)[CH2:21][CH2:22]1.[O:31]1[CH2:32][CH2:33][CH2:34][CH2:35]1>>[C:1](=[O:2])([O:3][C:4]([CH3:5])([CH3:6])[CH3:7])[N:8]1[CH2:9][CH2:10][CH:11]([O:14][c:27]2[cH:26][c:25]([Cl:30])[n:24][c:23]([N:20]3[CH2:19][CH2:18][O:17][CH2:22][CH2:21]3)[n:28]2)[CH2:12][CH2:13]1. Starting materials: OC1c2ccccc2C=Cc2ccc(Cl)cc21, O=S(Cl)Cl, c1ccccc1. The product is Clc1ccc2c(c1)C(Cl)c1ccccc1C=C2. RXN SMILES: [Cl:1][c:2]1[cH:3][cH:4][c:5]2[c:6]([cH:17]1)[CH:7]([OH:16])[c:8]1[c:9]([cH:12][cH:13][cH:14][cH:15]1)[CH:10]=[CH:11]2.[S:18]([Cl:19])([Cl:20])=[O:21].[cH:22]1[cH:23][cH:24][cH:25][cH:26][cH:27]1>>[Cl:1][c:2]1[cH:3][cH:4][c:5]2[c:6]([cH:17]1)[CH:7]([Cl:20])[c:8]1[c:9]([cH:12][cH:13][cH:14][cH:15]1)[CH:10]=[CH:11]2.